Dataset: the Open Reaction Database (ORD), a public repository of structured organic reaction records. Task: describe an organic reaction: reactants, conditions, products, and yield Reactants: NC1=C(C(=O)NCCCC)C=CC=C1 (2-Amino-N-butylbenzamide), C(CCC)N (butylamine), C1=2C(=O)OC(NC1=CC=CC2)=O (isatoic anhydride). Product: C(CCC)NC(C1=C(C=CC=C1)NCC=1NCCN1)=O (N-butyl-2-[(4,5-dihydro-1H-imidazol-2-ylmethyl)amino]benzamide). Reaction SMILES: [NH2:1][C:2]1[CH:14]=[CH:13][CH:12]=[CH:11][C:3]=1[C:4]([NH:6][CH2:7][CH2:8][CH2:9][CH3:10])=[O:5].[CH2:15]([NH2:19])[CH2:16]CC.[C:20]12[C:26](=CC=CC=1)[NH:25]C(=O)OC2=O>>[CH2:7]([NH:6][C:4](=[O:5])[C:3]1[CH:11]=[CH:12][CH:13]=[CH:14][C:2]=1[NH:1][CH2:20][C:26]1[NH:25][CH2:16][CH2:15][N:19]=1)[CH2:8][CH2:9][CH3:10]. Procedure details: 2-Amino-N-butylbenzamide (prepared from butylamine and isatoic anhydride, using the methods described in Example 17) and CMI were reacted using conditions described in the general procedure for CMI coupling to give N-butyl-2-[(4,5-dihydro-1H-imidazol-2-ylmethyl)amino]benzamide, isolated as the hydrochloride salt. Starting materials: C(C1=CC=CC=C1)OC(=O)NCCCP(O)O (3-benzyloxycarbonylaminopropylphosphonous acid), C=CCCCCCCCCCC (dodecene), radical initiator. Run in C1(=CC=CC=C1)C (toluene). Reaction conditions: time 2 hour. Yields the product C(C1=CC=CC=C1)OC(=O)NCCCP(O)(=O)CCCCCCCCCCCC (3-benzyloxycarbonylaminopropyl(dodecyl)phosphinic acid). Reaction SMILES: [CH2:1]=[CH:2][CH2:3][CH2:4][CH2:5][CH2:6][CH2:7][CH2:8][CH2:9][CH2:10][CH2:11][CH3:12].[CH2:13]([O:20][C:21]([NH:23][CH2:24][CH2:25][CH2:26][P:27]([OH:29])[OH:28])=[O:22])[C:14]1[CH:19]=[CH:18][CH:17]=[CH:16][CH:15]=1>C1(C)C=CC=CC=1>[CH2:13]([O:20][C:21]([NH:23][CH2:24][CH2:25][CH2:26][P:27]([CH2:1][CH2:2][CH2:3][CH2:4][CH2:5][CH2:6][CH2:7][CH2:8][CH2:9][CH2:10][CH2:11][CH3:12])(=[O:28])[OH:29])=[O:22])[C:14]1[CH:15]=[CH:16][CH:17]=[CH:18][CH:19]=1. Procedure: A solution of 1.30 g of dodecene in 6 ml of dry toluene is heated to 80° under an atmosphere of argon. To this solution a suspension of 2.0 g of 3-benzyloxycarbonylaminopropylphosphonous acid in 30 ml of dry tolpene containing 0.6 g of t-butylcyclohexylperdicarbonate is added within 15 minutes. The reaction mixture is then stirred at 80° for 2 hours. An additional amount of 0.6 g of the radical initiator is added and stirring at 80° is continued for 2 hours. Then, the reaction mixture is cooled ... Starting materials: C(CCC)[Li] (n-butyllithium), C(C)(=O)O (Acetic acid), BrC1=CC(=NC2=C(C(=CC=C12)Cl)F)C1=CC=CC=C1 (4-Bromo-7-chloro-8-fluoro-2-phenyl-quinoline), C1CCOC1 (THF), C(CCC)[Li] (n-butyllithium), crude product. The solvent is CCCCCC (Hexane), C1(=CC=CC=C1)C (Toluene), C(Cl)Cl (methylene chloride). Conditions: temperature -100 celsius. Product: ClC1=CC=C2C=CC(=NC2=C1F)C1=CC=CC=C1 (7-Chloro-8-fluoro-2-phenyl-quinoline). RXN SMILES: Br[C:2]1[C:11]2[C:6](=[C:7]([F:13])[C:8]([Cl:12])=[CH:9][CH:10]=2)[N:5]=[C:4]([C:14]2[CH:19]=[CH:18][CH:17]=[CH:16][CH:15]=2)[CH:3]=1.C1COCC1.C([Li])CCC.C(O)(=O)C>CCCCCC.C1(C)C=CC=CC=1.C(Cl)Cl>[Cl:12][C:8]1[C:7]([F:13])=[C:6]2[C:11]([CH:2]=[CH:3][C:4]([C:14]3[CH:19]=[CH:18][CH:17]=[CH:16][CH:15]=3)=[N:5]2)=[CH:10][CH:9]=1. Procedure: To a stirred solution of 3-chloro-2-fluoroaniline (2.9 g, 20 mmol) and trans-cinnamaldehyde (2.64 g, 20 mmol) in toluene (25 ml) was added 6N HCl (100 ml). The resulting suspension was heated at reflux for 40 hours. After cooling, the reaction mixture was poured into 5N NaOH solution (200 ml) and extracted with EtOAc (3×100 ml). The combined organics were washed with brine (2×100 ml), dried (MgSO4), filtered and concentrated. The crude product was dissolved in MeOH and loaded onto an SCX-2 cartr... The reactants are ClC1=CC=C(C=C1)C#CCCCCCCCCCCCNC1=CC=C(C(=O)O)C=C1 (4-[13-(4-chlorophenyl)tridec-12-ynylamino]benzoic acid), B(F)(F)F.CCOCC (boron trifluoride etherate), ice. Solvent: CO (methanol). The product is ClC1=CC=C(C=C1)C#CCCCCCCCCCCCNC1=CC=C(C(=O)OC)C=C1 (methyl 4-[13-(4-chlorophenyl)tridec-12-ynylamino]benzoate). RXN SMILES: [Cl:1][C:2]1[CH:7]=[CH:6][C:5]([C:8]#[C:9][CH2:10][CH2:11][CH2:12][CH2:13][CH2:14][CH2:15][CH2:16][CH2:17][CH2:18][CH2:19][CH2:20][NH:21][C:22]2[CH:30]=[CH:29][C:25]([C:26]([OH:28])=[O:27])=[CH:24][CH:23]=2)=[CH:4][CH:3]=1.B(F)(F)F.[CH3:35]COCC>CO>[Cl:1][C:2]1[CH:7]=[CH:6][C:5]([C:8]#[C:9][CH2:10][CH2:11][CH2:12][CH2:13][CH2:14][CH2:15][CH2:16][CH2:17][CH2:18][CH2:19][CH2:20][NH:21][C:22]2[CH:23]=[CH:24][C:25]([C:26]([O:28][CH3:35])=[O:27])=[CH:29][CH:30]=2)=[CH:4][CH:3]=1 |f:1.2|. Procedure: A solution of 50.5 g. of 4-[13-(4-chlorophenyl)tridec-12-ynylamino]benzoic acid and 34.4 ml. of boron trifluoride etherate in 200 ml. of methanol is stirred under reflux for 44 hours, allowed to cool, and poured into 1.20 liters of ice-cold 5% aqueous sodium carbonate solution. The white solid is collected by filtration and recrystallized from benzene-ethanol to yield methyl 4-[13-(4-chlorophenyl)tridec-12-ynylamino]benzoate.